From a dataset of the Open Reaction Database (ORD), a public repository of structured organic reaction records. describe an organic reaction: reactants, conditions, products, and yield Starting materials: ClCCl, CC(O)Cc1cnc2n1CC(c1cccc(F)c1F)CCC2NC(=O)OC(C)(C)C. The product is CC(=O)Cc1cnc2n1CC(c1cccc(F)c1F)CCC2NC(=O)OC(C)(C)C. RXN SMILES: [Cl:31][CH2:32][Cl:33].[F:1][c:2]1[c:3]([CH:9]2[CH2:10][CH2:11][CH:12]([NH:23][C:24]([O:25][C:26]([CH3:27])([CH3:28])[CH3:29])=[O:30])[c:13]3[n:14]([c:16]([CH2:19][CH:20]([CH3:21])[OH:22])[cH:17][n:18]3)[CH2:15]2)[cH:4][cH:5][cH:6][c:7]1[F:8]>>[F:1][c:2]1[c:3]([CH:9]2[CH2:10][CH2:11][CH:12]([NH:23][C:24]([O:25][C:26]([CH3:27])([CH3:28])[CH3:29])=[O:30])[c:13]3[n:14]([c:16]([CH2:19][C:20]([CH3:21])=[O:22])[cH:17][n:18]3)[CH2:15]2)[cH:4][cH:5][cH:6][c:7]1[F:8]. Reported procedure: To a solution of trans-N-Boc-4-hydroxy-L-proline methyl ester (7) in pyridine and dry DCM at 0° C. is added 4-methyl-benzenesulfonyl chloride. After adding, the mixture is refluxed overnight. The solvent is evaporated and then the residue is dissolved in CH2Cl2. After removal of solvent, the crude 4-(toluene-4-sulfonyloxy)-pyrrolidine-1,2-dicarboxylic acid 1-tert-butyl ester 2-methyl ester is obtained, which is used in the following reaction without further purification. To a solution of 4-(tolu... Reaction SMILES: [CH3:1][O:2][C:3](=[O:17])[C@@H:4]1[CH2:8][C@@H:7]([OH:9])[CH2:6][N:5]1[C:10]([O:12][C:13]([CH3:16])([CH3:15])[CH3:14])=[O:11].[CH3:18][C:19]1[CH:24]=[CH:23][C:22]([S:25](Cl)(=[O:27])=[O:26])=[CH:21][CH:20]=1.CN(C=O)C>N1C=CC=CC=1.C(Cl)Cl>[CH3:1][O:2][C:3]([CH:4]1[CH2:8][CH:7]([O:9][S:25]([C:22]2[CH:23]=[CH:24][C:19]([CH3:18])=[CH:20][CH:21]=2)(=[O:27])=[O:26])[CH2:6][N:5]1[C:10]([O:12][C:13]([CH3:14])([CH3:16])[CH3:15])=[O:11])=[O:17]. Reactants: COC([C@H]1N(C[C@@H](C1)O)C(=O)OC(C)(C)C)=O (trans-N-Boc-4-hydroxy-L-proline methyl ester), CC1=CC=C(C=C1)S(=O)(=O)Cl (4-methyl-benzenesulfonyl chloride), CN(C)C=O (DMF). The product is COC(=O)C1N(CC(C1)OS(=O)(=O)C1=CC=C(C=C1)C)C(=O)OC(C)(C)C (4-(toluene-4-sulfonyloxy)-pyrrolidine-1,2-dicarboxylic acid 1-tert-butyl ester 2-methyl ester). Solvent: N1=CC=CC=C1 (pyridine), C(Cl)Cl (DCM). The reactants are ClC1=NC2=CC=C(C=C2N=C1N(C)C(C)C)C(=O)OC (methyl 2-chloro-3-(isopropyl(methyl)amino)quinoxaline-6-carboxylate), N1N=CC(=C1)B(O)O (1H-pyrazol-4-ylboronic acid), [O-]P(=O)([O-])[O-].[K+].[K+].[K+] (K3PO4). Reagents/catalysts: O (water), C=1C=CC(=CC1)[P](C=2C=CC=CC2)(C=3C=CC=CC3)[Pd]([P](C=4C=CC=CC4)(C=5C=CC=CC5)C=6C=CC=CC6)([P](C=7C=CC=CC7)(C=8C=CC=CC8)C=9C=CC=CC9)[P](C=1C=CC=CC1)(C=1C=CC=CC1)C=1C=CC=CC1 (Pd(PPh3)4). Run in O1CCOCC1 (dioxane), O (water). Reaction conditions: temperature 90 celsius, time 20 minute. The product is C(C)(C)N(C=1C(=NC2=CC=C(C=C2N1)C(=O)OC)C=1C=NNC1)C (methyl 3-(isopropyl(methyl)amino)-2-(1H-pyrazol-4-yl)quinoxaline-6-carboxylate). The yield is 58.8%. Reaction SMILES: Cl[C:2]1[C:11]([N:12]([CH:14]([CH3:16])[CH3:15])[CH3:13])=[N:10][C:9]2[C:4](=[CH:5][CH:6]=[C:7]([C:17]([O:19][CH3:20])=[O:18])[CH:8]=2)[N:3]=1.[NH:21]1[CH:25]=[C:24](B(O)O)[CH:23]=[N:22]1.[O-]P([O-])([O-])=O.[K+].[K+].[K+]>O1CCOCC1.O.C1C=CC([P]([Pd]([P](C2C=CC=CC=2)(C2C=CC=CC=2)C2C=CC=CC=2)([P](C2C=CC=CC=2)(C2C=CC=CC=2)C2C=CC=CC=2)[P](C2C=CC=CC=2)(C2C=CC=CC=2)C2C=CC=CC=2)(C2C=CC=CC=2)C2C=CC=CC=2)=CC=1>[CH:14]([N:12]([CH3:13])[C:11]1[C:2]([C:24]2[CH:25]=[N:21][NH:22][CH:23]=2)=[N:3][C:4]2[C:9]([N:10]=1)=[CH:8][C:7]([C:17]([O:19][CH3:20])=[O:18])=[CH:6][CH:5]=2)([CH3:16])[CH3:15] |f:2.3.4.5,^1:47,49,68,87|. Reported procedure: To a solution of methyl 2-chloro-3-(isopropyl(methyl)amino)quinoxaline-6-carboxylate (Scheme I, 200.0 mg, 0.68 mmol) in dioxane (3 mL) was added 1H-pyrazol-4-ylboronic acid (172.0 mg, 1.54 mmol), K3PO4 (326.0 mg, 1.54 mmol), Pd(PPh3)4 (29.6 mg, 0.03 mmol) and 3 drops water. The resulting solution was stirred for 20 min at 90° C. with an inert atmosphere of nitrogen and then diluted with water (20 mL), extracted with dichloromethane (4×20 mL), dried over anhydrous magnesium sulfate and concentrat... Reactants: C[Si](CCOCN(C1=CC(=NC=2N1N=CC2)C2CC1COCC(C2)N1C(=O)OC(C)(C)C)COCC[Si](C)(C)C)(C)C (tert-butyl 7-(7-(bis((2-(trimethylsilyl)ethoxy)methyl)amino)pyrazolo[1,5-a]pyrimidin-5-yl)-3-oxa-9-azabicyclo[3.3.1]nonane-9-carboxylate), C1CC(=O)N(C1=O)I (NIS). Run in C(C)#N (acetonitrile). Run at time 30 minute. Yields the product C[Si](CCOCN(C1=CC(=NC=2N1N=CC2I)C2CC1COCC(C2)N1C(=O)OC(C)(C)C)COCC[Si](C)(C)C)(C)C (tert-butyl 7-(7-(bis((2-(trimethylsilyl)ethoxy)methyl)amino)-3-iodopyrazolo[1,5-a]pyrimidin-5-yl)-3-oxa-9-azabicyclo[3.3.1]nonane-9-carboxylate). Yield: 103.8%. Reaction SMILES: [CH3:1][Si:2]([CH3:42])([CH3:41])[CH2:3][CH2:4][O:5][CH2:6][N:7]([CH2:33][O:34][CH2:35][CH2:36][Si:37]([CH3:40])([CH3:39])[CH3:38])[C:8]1[N:13]2[N:14]=[CH:15][CH:16]=[C:12]2[N:11]=[C:10]([CH:17]2[CH2:24][CH:23]3[N:25]([C:26]([O:28][C:29]([CH3:32])([CH3:31])[CH3:30])=[O:27])[CH:19]([CH2:20][O:21][CH2:22]3)[CH2:18]2)[CH:9]=1.C1C(=O)N([I:50])C(=O)C1>C(#N)C>[CH3:40][Si:37]([CH3:39])([CH3:38])[CH2:36][CH2:35][O:34][CH2:33][N:7]([CH2:6][O:5][CH2:4][CH2:3][Si:2]([CH3:1])([CH3:41])[CH3:42])[C:8]1[N:13]2[N:14]=[CH:15][C:16]([I:50])=[C:12]2[N:11]=[C:10]([CH:17]2[CH2:18][CH:19]3[N:25]([C:26]([O:28][C:29]([CH3:32])([CH3:31])[CH3:30])=[O:27])[CH:23]([CH2:22][O:21][CH2:20]3)[CH2:24]2)[CH:9]=1. Reported procedure: tert-butyl 7-(7-(bis((2-(trimethylsilyl)ethoxy)methyl)amino)pyrazolo[1,5-a]pyrimidin-5-yl)-3-oxa-9-azabicyclo[3.3.1]nonane-9-carboxylate (1.1 g, 1.77 mmol) was suspended in acetonitrile (20 mL) and treated with NIS (396.4 mg, 1.77 mmol) at room temperature. The mixture was stirred for 30 min. Then solvent was evaporated off under reduced pressure, and the crude material was purified by column chromatography (SiO2, 0-40% hexane-EtOAc) to provide desired compound tert-butyl 7-(7-(bis((2-(trimethyl... Reactants: C1CCC2=CC(=CC=C12)NC(C)=O (N-(2,3-dihydro-1H-inden-5-yl)acetamide), O (water), ice water. Reagents/catalysts: [O-2].[O-2].[O-2].[Cr+6] (chromium trioxide). Run in C(C)(=O)O (acetic acid), C(C)(=O)OC(C)=O (acetic anhydride), C(C)(=O)O (acetic acid). Run at time 8 hour. Yields the product O=C1CCC2=CC(=CC=C12)NC(C)=O (N-(1-oxo-2,3-dihydro-1H-inden-5-yl)acetamide). Reaction SMILES: [CH2:1]1[C:9]2[C:4](=[CH:5][C:6]([NH:10][C:11](=[O:13])[CH3:12])=[CH:7][CH:8]=2)[CH2:3][CH2:2]1.[OH2:14]>C(O)(=O)C.C(OC(=O)C)(=O)C.[O-2].[O-2].[O-2].[Cr+6]>[O:14]=[C:1]1[C:9]2[C:4](=[CH:5][C:6]([NH:10][C:11](=[O:13])[CH3:12])=[CH:7][CH:8]=2)[CH2:3][CH2:2]1 |f:4.5.6.7|. Procedure details: A solution of N-(2,3-dihydro-1H-inden-5-yl)acetamide (50 g, 0.29 mol) in 150 mL of acetic acid and 40 mL of acetic anhydride was added dropwise to a solution of chromium trioxide in a mixed solution (30 mL of water and 140 mL of acetic acid) at a temperature of 10° C. (achieved by external cooling). After stirring overnight, the solution was poured into 2 L of ice water with vigorous stirring. The resulting solid was filtered and washed with cooled EtOH to give the title compound. Procedure details: The intermediate of stage 1 (0.54 g; 1.43 mmol) is stirred for 1 h at r.t. with 20 mL of TFA/DCM 1:4. The solvent is removed and to the residue is added methanolic HCl. Volatiles are evaporated, the residue is suspended in ether, filtered off with suction and dried to give 4-(2-(4-aminopiperidin-1-yl)acetamido)benzamide as a HCl salt (II.1). The product is NC1CCN(CC1)CC(=O)NC1=CC=C(C(=O)N)C=C1 (4-(2-(4-aminopiperidin-1-yl)acetamido)benzamide), Cl (HCl). As a reaction SMILES: [C:1]([C:4]1[CH:9]=[CH:8][C:7]([NH:10][C:11](=[O:27])[CH2:12][N:13]2[CH2:18][CH2:17][CH:16]([NH:19]C(=O)OC(C)(C)C)[CH2:15][CH2:14]2)=[CH:6][CH:5]=1)(=[O:3])[NH2:2].C(O)(C(F)(F)F)=O.C(Cl)[Cl:36]>>[NH2:19][CH:16]1[CH2:15][CH2:14][N:13]([CH2:12][C:11]([NH:10][C:7]2[CH:8]=[CH:9][C:4]([C:1]([NH2:2])=[O:3])=[CH:5][CH:6]=2)=[O:27])[CH2:18][CH2:17]1.[ClH:36] |f:1.2|. Reactants: C(N)(=O)C1=CC=C(C=C1)NC(CN1CCC(CC1)NC(OC(C)(C)C)=O)=O (tert-butyl 1-(2-(4-carbamoylphenylamino)-2-oxoethyl)piperidin-4-ylcarbamate), C(=O)(C(F)(F)F)O.C(Cl)Cl (TFA DCM). The reactants are COC=1C=C2C(=CN(C2=CC1OCCOC)C)C1=CC=2C(=NC=CC2)N1S(=O)(=O)C1=CC=C(C=C1)C (2-[5-methoxy-6-(2-methoxyethoxy)-1-methyl-1H-indol-3-yl]-1-(toluene-4-sulfonyl)-1H-pyrrolo[2,3-b]pyridine), [OH-].[K+] (potassium hydroxide). The product is COC=1C=C2C(=CN(C2=CC1OCCOC)C)C1=CC=2C(=NC=CC2)N1 (2-[5-methoxy-6-(2-methoxyethoxy)-1-methyl-1H-indol-3-yl]-1H-pyrrolo[2,3-b]pyridine). Yield: 46.5%. Reaction SMILES: [CH3:1][O:2][C:3]1[CH:4]=[C:5]2[C:9](=[CH:10][C:11]=1[O:12][CH2:13][CH2:14][O:15][CH3:16])[N:8]([CH3:17])[CH:7]=[C:6]2[C:18]1[N:26](S(C2C=CC(C)=CC=2)(=O)=O)[C:21]2=[N:22][CH:23]=[CH:24][CH:25]=[C:20]2[CH:19]=1.[OH-].[K+]>>[CH3:1][O:2][C:3]1[CH:4]=[C:5]2[C:9](=[CH:10][C:11]=1[O:12][CH2:13][CH2:14][O:15][CH3:16])[N:8]([CH3:17])[CH:7]=[C:6]2[C:18]1[NH:26][C:21]2=[N:22][CH:23]=[CH:24][CH:25]=[C:20]2[CH:19]=1 |f:1.2|. Procedure: 2-[5-Methoxy-6-(2-methoxyethoxy)-1-methyl-1H-indol-3-yl]-1H-pyrrolo[2,3-b]pyridine is prepared by following the procedure described in example 89a, but using 0.102 g of 2-[5-methoxy-6-(2-methoxyethoxy)-1-methyl-1H-indol-3-yl]-1-(toluene-4-sulfonyl)-1H-pyrrolo[2,3-b]pyridine and 0.80 ml of 5N potassium hydroxide. After purification by flash-pack chromatography (silica, 92.5/7.5 by volume dichloromethane/methanol as eluents, argon), 0.033 g of 2-[5-methoxy-6-(2-methoxyethoxy)-1-methyl-1H-indol-3-y...